Dataset: the Open Reaction Database (ORD), a public repository of structured organic reaction records. Task: describe an organic reaction: reactants, conditions, products, and yield Starting materials: O=C1CCCC(=O)O1, CN(C)c1ccncc1, O=C1NC(=Cc2cnn3c(NC4CC4)cc(Nc4cc(Cl)ccc4F)nc23)C(=O)N1CO, Cl, c1ccncc1. Product: O=C(O)CCCC(=O)OCN1C(=O)NC(=Cc2cnn3c(NC4CC4)cc(Nc4cc(Cl)ccc4F)nc23)C1=O. RXN SMILES: [C:33]1(=[O:40])[CH2:34][CH2:35][CH2:36][C:37](=[O:38])[O:39]1.[CH3:48][N:49]([c:50]1[cH:51][cH:52][n:53][cH:54][cH:55]1)[CH3:56].[Cl:1][c:2]1[cH:3][cH:4][c:5]([F:32])[c:6]([NH:8][c:9]2[n:10][c:11]3[n:12]([c:13]([NH:15][CH:16]4[CH2:17][CH2:18]4)[cH:14]2)[n:19][cH:20][c:21]3[CH:22]=[C:23]2[C:24](=[O:31])[N:25]([CH2:29][OH:30])[C:26](=[O:28])[NH:27]2)[cH:7]1.[ClH:41].[cH:42]1[cH:43][cH:44][n:45][cH:46][cH:47]1>>[Cl:1][c:2]1[cH:3][cH:4][c:5]([F:32])[c:6]([NH:8][c:9]2[n:10][c:11]3[n:12]([c:13]([NH:15][CH:16]4[CH2:17][CH2:18]4)[cH:14]2)[n:19][cH:20][c:21]3[CH:22]=[C:23]2[C:24](=[O:31])[N:25]([CH2:29][O:30][C:33]([CH2:34][CH2:35][CH2:36][C:37](=[O:38])[OH:39])=[O:40])[C:26](=[O:28])[NH:27]2)[cH:7]1. Reactants: CCOC(=O)C1CC(O[Si](C)(C)C(C)(C)C)CC1COc1ccc(Cl)cc1, F, C1CCOC1, c1ccncc1, c1ccncc1. Yields the product CCOC(=O)C1CC(O)CC1COc1ccc(Cl)cc1. RXN SMILES: [CH2:1]([CH3:2])[O:3][C:4](=[O:5])[CH:6]1[CH:7]([CH2:19][O:20][c:21]2[cH:22][cH:23][c:24]([Cl:27])[cH:25][cH:26]2)[CH2:8][CH:9]([O:11][Si:12]([C:13]([CH3:14])([CH3:15])[CH3:16])([CH3:17])[CH3:18])[CH2:10]1.[FH:34].[O:41]1[CH2:42][CH2:43][CH2:44][CH2:45]1.[cH:28]1[cH:29][cH:30][n:31][cH:32][cH:33]1.[n:35]1[cH:36][cH:37][cH:38][cH:39][cH:40]1>>[CH2:1]([CH3:2])[O:3][C:4](=[O:5])[CH:6]1[CH:7]([CH2:19][O:20][c:21]2[cH:22][cH:23][c:24]([Cl:27])[cH:25][cH:26]2)[CH2:8][CH:9]([OH:11])[CH2:10]1. Reactants: COC(C(C(C)=O)NC(C)=O)=O (2-acetylamino-3-oxo-butyric acid methyl ester), NC1=CC=CC=C1 (aniline), FC(C(=O)O)(F)F (trifluoroacetic acid). The solvent is C(CCC)#N (butyronitrile). Yields the product CC=1N(C(=C(N1)C(=O)OC)C)C1=CC=CC=C1 (methyl 2,5-dimethyl-1-phenyl-1H-imidazole-4-carboxylate). The yield is 46.0%. RXN SMILES: [CH3:1][O:2][C:3](=[O:12])[CH:4]([NH:8][C:9](=O)[CH3:10])[C:5](=O)[CH3:6].[NH2:13][C:14]1[CH:19]=[CH:18][CH:17]=[CH:16][CH:15]=1.FC(F)(F)C(O)=O>C(#N)CCC>[CH3:10][C:9]1[N:13]([C:14]2[CH:19]=[CH:18][CH:17]=[CH:16][CH:15]=2)[C:5]([CH3:6])=[C:4]([C:3]([O:2][CH3:1])=[O:12])[N:8]=1. Procedure details: Part C: To a magnetically stirred solution of 2-acetylamino-3-oxo-butyric acid methyl ester (5 gram, 28.9 mmol) in butyronitrile was added aniline (3.42 ml) and trifluoroacetic acid (2.89 ml) and the resulting mixture was heated at reflux for 45 minutes. The butyronitrile was removed in vacuo at room temperature and the resulting residues was taken up dichloromethane and washed twice with an aqueous potassium carbonate solution. The organic layer was dried over MgSO4, filtered and concentrated i... Starting materials: CN(S(=O)(=O)Cl)C (dimethylsulfamoyl chloride), NC[C@H]1CN(CC[C@@H]1C1=C(C=CC=C1)C)CC1=CC=CC=C1 ((3S*,4S*)-3-aminomethyl-1-benzyl-4-o-tolyl-piperidine), [OH-].[Na+] (sodium hydroxide), CN(S(=O)(=O)Cl)C (dimethylsulfamoyl chloride), CN(S(=O)(=O)Cl)C (dimethylsulfamoyl chloride). The solvent is C(Cl)(Cl)Cl (chloroform), C(C)N(CC)CC (triethylamine), C(C)N(CC)CC (triethylamine), C(C)N(CC)CC (triethylamine). Reaction conditions: time 2.5 hour. Yields the product C(C1=CC=CC=C1)N1C[C@@H]([C@H](CC1)C1=C(C=CC=C1)C)CNS(N(C)C)(=O)=O ((3R*,4S*)-1-benzyl-3-(dimethylsulfamoylamino-methyl)-4-o-tolyl-piperidine). RXN SMILES: [CH3:1][N:2]([CH3:7])[S:3](Cl)(=[O:5])=[O:4].[NH2:8][CH2:9][C@@H:10]1[C@@H:15]([C:16]2[CH:21]=[CH:20][CH:19]=[CH:18][C:17]=2[CH3:22])[CH2:14][CH2:13][N:12]([CH2:23][C:24]2[CH:29]=[CH:28][CH:27]=[CH:26][CH:25]=2)[CH2:11]1.[OH-].[Na+]>C(N(CC)CC)C.C(Cl)(Cl)Cl>[CH2:23]([N:12]1[CH2:13][CH2:14][C@H:15]([C:16]2[CH:21]=[CH:20][CH:19]=[CH:18][C:17]=2[CH3:22])[C@@H:10]([CH2:9][NH:8][S:3](=[O:5])(=[O:4])[N:2]([CH3:7])[CH3:1])[CH2:11]1)[C:24]1[CH:25]=[CH:26][CH:27]=[CH:28][CH:29]=1 |f:2.3|. Procedure details: 39 μL of triethylamine and 18 μL of dimethylsulfamoyl chloride were added to chloroform (1 mL) solution of 41 mg of (3S*,4S*)-3-aminomethyl-1-benzyl-4-o-tolyl-piperidine obtained in Production Example 37, and stirred at room temperature for 2.5 hours. 39 μL of triethylamine and 18 μL of dimethylsulfamoyl chloride were further added to the reaction liquid, and stirred at room temperature for 1 hour. Still further, 39 μL of triethylamine and 18 μL of dimethylsulfamoyl chloride were added to the re... Starting materials: C(C)(=O)OC=1C(=CSC1C)C(=O)OC (methyl 4-acetoxy-5-methyl-3-thiophenecarboxylate), C1(=CC=C(C=C1)S(=O)(=O)O)C (p-toluenesulphonic acid). Solvent: CO (methanol). Run at time 3 day. Product: OC=1C(=CSC1C)C(=O)OC (Methyl 4-hydroxy-5-methyl-3-thiophenecarboxylate). As a reaction SMILES: C([O:4][C:5]1[C:6]([C:11]([O:13][CH3:14])=[O:12])=[CH:7][S:8][C:9]=1[CH3:10])(=O)C.C1(C)C=CC(S(O)(=O)=O)=CC=1>CO>[OH:4][C:5]1[C:6]([C:11]([O:13][CH3:14])=[O:12])=[CH:7][S:8][C:9]=1[CH3:10]. Reported procedure: To methyl 4-acetoxy-5-methyl-3-thiophenecarboxylate (214 g) in methanol (250 ml) was added p-toluenesulphonic acid (2 g), and the solution stirred at room temperature for three days. Reactants: N1CCC(CC1)NC(=O)NC1=CC=C(C=C1)F (N-(piperidin-4-yl)-N′-(4-fluorophenyl)urea), N,N-dimethylaminopyridine, FC1=CC=C(C=C1)S(=O)(=O)Cl (4-fluorobenzenesulfonyl chloride), O (water), ClCCl (dichloromethane). Solvent: O1CCCC1 (tetrahydrofuran). Conditions: time 1 hour. The product is FC1=CC=C(C=C1)S(=O)(=O)N1CCC(CC1)NC(=O)NC1=CC=C(C=C1)F (N-(1-(4-fluorophenylsulfonyl)-piperidin-4-yl)-N′-(4-fluorophenyl)urea). The yield is 93.6%. Reaction SMILES: [NH:1]1[CH2:6][CH2:5][CH:4]([NH:7][C:8]([NH:10][C:11]2[CH:16]=[CH:15][C:14]([F:17])=[CH:13][CH:12]=2)=[O:9])[CH2:3][CH2:2]1.[F:18][C:19]1[CH:24]=[CH:23][C:22]([S:25](Cl)(=[O:27])=[O:26])=[CH:21][CH:20]=1.O.ClCCl>O1CCCC1>[F:18][C:19]1[CH:24]=[CH:23][C:22]([S:25]([N:1]2[CH2:6][CH2:5][CH:4]([NH:7][C:8]([NH:10][C:11]3[CH:12]=[CH:13][C:14]([F:17])=[CH:15][CH:16]=3)=[O:9])[CH2:3][CH2:2]2)(=[O:27])=[O:26])=[CH:21][CH:20]=1. Reported procedure: To a solution of N-(piperidin-4-yl)-N′-(4-fluorophenyl)urea (0.3 g) in tetrahydrofuran (4 ml) were added in turn N,N-dimethylaminopyridine (0.23 g) and 4-fluorobenzenesulfonyl chloride (0.25 g) at 0° C. The mixture was allowed to warm to ambient temperature and stirred for 1 hour. The reaction mixture was taken up into a mixture of water and dichloromethane. The separated organic layer was washed in turn with hydrochloric acid (1N), aqueous sodium hydrogen carbonate, and brine, and dried over ma...